This data is from the Open Reaction Database (ORD), a public repository of structured organic reaction records. The task is: describe an organic reaction: reactants, conditions, products, and yield Reactants: C(C)OC(C(C(=O)OCC)(CC(F)F)NC(C)=O)=O (2-acetylamino-2-(2,2-difluoro-ethyl)-malonic acid diethyl ester), Cl (hydrochloric acid). The product is Cl.NC(C(=O)O)CC(F)F (2-amino-4,4-difluoro-butyric acid hydrochloride salt). Isolated yield 97.0%. As a reaction SMILES: C([O:3][C:4](=[O:19])[C:5]([NH:15]C(=O)C)([CH2:11][CH:12]([F:14])[F:13])C(OCC)=O)C.[ClH:20]>>[ClH:20].[NH2:15][CH:5]([CH2:11][CH:12]([F:14])[F:13])[C:4]([OH:19])=[O:3] |f:2.3|. Procedure details: In a flask was placed 2-acetylamino-2-(2,2-difluoro-ethyl)-malonic acid diethyl ester (8.94 g, 31.78 mmol) and 6N aqueous hydrochloric acid (140 mL). This mixture was refluxed overnight. After this time, the mixture was cooled to room temperature and extracted with diethyl ether (100 mL) the aqueous layer was concentrated in vacuo, azeotroped with acetonitrile and dried under high vacuum to afford 2-amino-4,4-difluoro-butyric acid hydrochloride salt (5.39 g, 97%) as a cream colored solid. Starting materials: COC1=C(C=CC(=C1)OC)CNC=1N=NC=CC1 (N-[(2,4-dimethoxyphenyl)methyl]pyridazin-3-amine), FC1=C(C=C(C(=C1)F)Cl)S(=O)(=O)Cl (2,4-difluoro-5-chlorobenzenesulfonyl chloride). Yields the product ClC=1C(=CC(=C(C1)S(=O)(=O)N(C=1N=NC=CC1)CC1=C(C=C(C=C1)OC)OC)F)F (5-chloro-N-(2,4-dimethoxybenzyl)-2,4-difluoro-N-(pyridazin-3-yl)benzenesulfonamide). As a reaction SMILES: [CH3:1][O:2][C:3]1[CH:8]=[C:7]([O:9][CH3:10])[CH:6]=[CH:5][C:4]=1[CH2:11][NH:12][C:13]1[N:14]=[N:15][CH:16]=[CH:17][CH:18]=1.[F:19][C:20]1[CH:25]=[C:24]([F:26])[C:23]([Cl:27])=[CH:22][C:21]=1[S:28](Cl)(=[O:30])=[O:29]>>[Cl:27][C:23]1[C:24]([F:26])=[CH:25][C:20]([F:19])=[C:21]([S:28]([N:12]([CH2:11][C:4]2[CH:5]=[CH:6][C:7]([O:9][CH3:10])=[CH:8][C:3]=2[O:2][CH3:1])[C:13]2[N:14]=[N:15][CH:16]=[CH:17][CH:18]=2)(=[O:30])=[O:29])[CH:22]=1. Reported procedure: The title compound was prepared according to the method described for Preparation 14 using N-[(2,4-dimethoxyphenyl)methyl]pyridazin-3-amine (Preparation 19) and 2,4-difluoro-5-chlorobenzenesulfonyl chloride. Starting materials: CS(=O)(=O)N(c1cc(C#N)cc([N+](=O)[O-])c1)S(C)(=O)=O, CO, CCOC(C)=O. Product: CS(=O)(=O)N(c1cc(N)cc(C#N)c1)S(C)(=O)=O. Reaction SMILES: [C:1](#[N:2])[c:3]1[cH:4][c:5]([N:12]([S:13](=[O:14])(=[O:15])[CH3:16])[S:17](=[O:18])(=[O:19])[CH3:20])[cH:6][c:7]([N+:9]([O-:10])=[O:11])[cH:8]1.[CH3:21][OH:22].[CH3:23][CH2:24][O:25][C:26]([CH3:27])=[O:28]>>[C:1](#[N:2])[c:3]1[cH:4][c:5]([N:12]([S:13](=[O:14])(=[O:15])[CH3:16])[S:17](=[O:18])(=[O:19])[CH3:20])[cH:6][c:7]([NH2:9])[cH:8]1. The reactants are FC1=C(C=CC(=C1)F)N1S(NC2=C1C=CC=C2)(=O)=O (1-(2,4-difluorophenyl)-1,3-dihydro-2,1,3-benzothiadiazole2,2-dioxide), BrC\C=C\CBr ((E)-1,4-dibromobut-2-ene), C([O-])([O-])=O.[Cs+].[Cs+] (cesium carbonate). The product is BrC/C=C/CN1S(N(C2=C1C=CC=C2)C2=C(C=C(C=C2)F)F)(=O)=O (1-[(2E)-4-bromobut-2-en-1-yl]-3-(2,4-difluorophenyl)-1,3-dihydro-2,1,3-benzothiadiazole2,2-dioxide). The yield is 66.8%. As a reaction SMILES: [F:1][C:2]1[CH:7]=[C:6]([F:8])[CH:5]=[CH:4][C:3]=1[N:9]1[C:13]2[CH:14]=[CH:15][CH:16]=[CH:17][C:12]=2[NH:11][S:10]1(=[O:19])=[O:18].[Br:20][CH2:21]/[CH:22]=[CH:23]/[CH2:24]Br.C(=O)([O-])[O-].[Cs+].[Cs+]>>[Br:20][CH2:21]/[CH:22]=[CH:23]/[CH2:24][N:11]1[C:12]2[CH:17]=[CH:16][CH:15]=[CH:14][C:13]=2[N:9]([C:3]2[CH:4]=[CH:5][C:6]([F:8])=[CH:7][C:2]=2[F:1])[S:10]1(=[O:18])=[O:19] |f:2.3.4|. Reported procedure: In an analogous manner to general procedure IV, 1-(2,4-difluorophenyl)-1,3-dihydro-2,1,3-benzothiadiazole2,2-dioxide (3.37 g, 11.9 mmol) was treated with (E)-1,4-dibromobut-2-ene (8.9 g, 41.7 mmol) and cesium carbonate (3.9 g, 11.9 mmol) to give 1-[(2E)-4-bromobut-2-en-1-yl]-3-(2,4-difluorophenyl)-1,3-dihydro-2,1,3-benzothiadiazole2,2-dioxide (3.3 g, 67%) as a clear oil. The reactants are CCOC(=O)CBr, CC(=O)[O-], CN(C)C=O, O, COC(=O)C(CO)NS(=O)(=O)c1ccc([N+](=O)[O-])cc1. The product is CCOC(=O)CN(C(CO)C(=O)OC)S(=O)(=O)c1ccc([N+](=O)[O-])cc1. As a reaction SMILES: [Br:21][CH2:22][C:23](=[O:24])[O:25][CH2:26][CH3:27].[CH3:29][C:30](=[O:31])[O-:32].[O:33]=[CH:34][N:35]([CH3:36])[CH3:37].[OH2:28].[OH:1][CH2:2][CH:3]([C:4](=[O:5])[O:6][CH3:7])[NH:8][S:9](=[O:10])(=[O:11])[c:12]1[cH:13][cH:14][c:15]([N+:18](=[O:19])[O-:20])[cH:16][cH:17]1>>[OH:1][CH2:2][CH:3]([C:4](=[O:5])[O:6][CH3:7])[N:8]([S:9](=[O:10])(=[O:11])[c:12]1[cH:13][cH:14][c:15]([N+:18](=[O:19])[O-:20])[cH:16][cH:17]1)[CH2:22][C:23](=[O:24])[O:25][CH2:26][CH3:27]. The reactants are COC(=O)Cl, CCN1C(=O)C(C)(C)c2cc3[nH]c(-c4n[nH]cc4N)nc3cc21. Product: CCN1C(=O)C(C)(C)c2cc3[nH]c(-c4n[nH]cc4NC(=O)OC)nc3cc21. RXN SMILES: [CH3:24][O:25][C:26](=[O:27])[Cl:28].[NH2:1][c:2]1[c:3](-[c:7]2[n:8][c:9]3[c:10]([cH:11][c:12]4[c:16]([cH:17]3)[N:15]([CH2:18][CH3:19])[C:14](=[O:20])[C:13]4([CH3:21])[CH3:22])[nH:23]2)[n:4][nH:5][cH:6]1>>[NH:1]([c:2]1[c:3](-[c:7]2[n:8][c:9]3[c:10]([cH:11][c:12]4[c:16]([cH:17]3)[N:15]([CH2:18][CH3:19])[C:14](=[O:20])[C:13]4([CH3:21])[CH3:22])[nH:23]2)[n:4][nH:5][cH:6]1)[C:26]([O:25][CH3:24])=[O:27]. The reactants are C1CCOC1, O=C(O)Cc1c[nH]c2cc(Cl)ccc12, [H-], CI, [Na+]. The product is Cn1cc(CC(=O)O)c2ccc(Cl)cc21. As a reaction SMILES: [CH2:19]1[O:20][CH2:21][CH2:22][CH2:23]1.[Cl:3][c:4]1[cH:5][cH:6][c:7]2[c:8]([CH2:13][C:14](=[O:15])[OH:16])[cH:9][nH:10][c:11]2[cH:12]1.[H-:1].[I:17][CH3:18].[Na+:2]>>[Cl:3][c:4]1[cH:5][cH:6][c:7]2[c:8]([CH2:13][C:14](=[O:15])[OH:16])[cH:9][n:10]([CH3:18])[c:11]2[cH:12]1. Starting materials: O (H2O), [OH-].[Na+] (NaOH), C(Cl)(Cl)Cl (CHCl3), C(CCCCCCCCCCCCCCCCC)N(C#N)CCCCCCCCCCCCCCCCCC (dioctadecylcyanamide). Solvent: OS(=O)(=O)O (H2SO4). Conditions: time 1 hour. Yields the product C(CCCCCCCCCCCCCCCCC)NCCCCCCCCCCCCCCCCCC (N-Octadecyl-1-octadecanamine). The yield is 42.2%. Reaction SMILES: [CH2:1]([N:19]([CH2:22][CH2:23][CH2:24][CH2:25][CH2:26][CH2:27][CH2:28][CH2:29][CH2:30][CH2:31][CH2:32][CH2:33][CH2:34][CH2:35][CH2:36][CH2:37][CH2:38][CH3:39])C#N)[CH2:2][CH2:3][CH2:4][CH2:5][CH2:6][CH2:7][CH2:8][CH2:9][CH2:10][CH2:11][CH2:12][CH2:13][CH2:14][CH2:15][CH2:16][CH2:17][CH3:18].O.[OH-].[Na+].C(Cl)(Cl)Cl>OS(O)(=O)=O>[CH2:22]([NH:19][CH2:1][CH2:2][CH2:3][CH2:4][CH2:5][CH2:6][CH2:7][CH2:8][CH2:9][CH2:10][CH2:11][CH2:12][CH2:13][CH2:14][CH2:15][CH2:16][CH2:17][CH3:18])[CH2:23][CH2:24][CH2:25][CH2:26][CH2:27][CH2:28][CH2:29][CH2:30][CH2:31][CH2:32][CH2:33][CH2:34][CH2:35][CH2:36][CH2:37][CH2:38][CH3:39] |f:2.3|. Procedure details: The crude dioctadecylcyanamide (38 g) was suspended in 2.75 M H2SO4 (150 mL) and the mixture was refluxed for 2.5 h. After cooling to room temperature H2O (100 mL), 30% NaOH (100 mL) and CHCl3 (300 mL) were added. The organic phase was separated, dried and evaporated. The solid residue was suspended in Et2O and stirred for 1 h. The solid was filtered and washed with to give the desired compound (15.3 g; 29.3 mmol). Yield 48%. K.F.: 0.20%. The 1H-NMR, 13C-NMR, MS and IR spectra were consistent wi...